From a dataset of the Open Reaction Database (ORD), a public repository of structured organic reaction records. describe an organic reaction: reactants, conditions, products, and yield The reactants are BrC=1C=C(C=CC1)NC(C=C(C)C)=O (N-(3-bromophenyl)-3,3-dimethyl-acrylamide), C(CC)I (propyl iodide), [OH-].[K+] (potassium hydroxide), ice water. The solvent is CS(=O)C (DMSO), CS(=O)C (DMSO), CS(=O)C (dimethyl sulphoxide). Reaction conditions: time 1 hour. Yields the product C(CC)N(C(C=C(C)C)=O)C1=CC(=CC=C1)Br (N-propyl-N-(3-bromophenyl)-3,3-dimethyl-acrylamide). Isolated yield 99.5%. RXN SMILES: [OH-].[K+].[Br:3][C:4]1[CH:5]=[C:6]([NH:10][C:11](=[O:16])[CH:12]=[C:13]([CH3:15])[CH3:14])[CH:7]=[CH:8][CH:9]=1.[CH2:17](I)[CH2:18][CH3:19]>CS(C)=O>[CH2:17]([N:10]([C:6]1[CH:7]=[CH:8][CH:9]=[C:4]([Br:3])[CH:5]=1)[C:11](=[O:16])[CH:12]=[C:13]([CH3:14])[CH3:15])[CH2:18][CH3:19] |f:0.1|. Reported procedure: 44.3 g of powdered potassium hydroxide were suspended in 200 ml of dimethyl sulphoxide and a solution of 50 g of N-(3-bromophenyl)-3,3-dimethyl-acrylamide in 300 ml of DMSO was added dropwise thereto. The mixture was stirred at room temperature for 1 hour and subsequently a solution of 50.3 g of propyl iodide in 200 ml of DMSO was added dropwise thereto. After 2 hours the reaction mixture was poured on to ice-water, extracted three times with ethyl acetate, the organic phase was washed several t... Reactants: C(C)(C)C=1C=CC(=C(C1)N1CC2=C(N=C(N=C2N2C[C@H](NCC2)C)C2=C3C(=CN(C3=CC=C2)S(=O)(=O)C2=CC=C(C)C=C2)C)CC1)C ((R)-6-(5-isopropyl-2-methylphenyl)-2-(3-methyl-1-tosyl-1H-indol-4-yl)-4-(3-methylpiperazin-1-yl)-5,6,7,8-tetrahydropyrido[4,3-d]pyrimidine), CS(=O)(=O)Cl (methanesulfonyl chloride), CCN(C(C)C)C(C)C (DIEA). Solvent: C(Cl)Cl (DCM), CCOC(=O)C (EtOAc). Reaction conditions: time 30 minute. Yields the product C(C)(C)C=1C=CC(=C(C1)N1CC2=C(N=C(N=C2N2C[C@H](N(CC2)S(=O)(=O)C)C)C2=C3C(=CN(C3=CC=C2)S(=O)(=O)C2=CC=C(C)C=C2)C)CC1)C ((R)-6-(5-isopropyl-2-methylphenyl)-2-(3-methyl-1-tosyl-1H-indol-4-yl)-4-(3-methyl-4-(methylsulfonyl)piperazin-1-yl)-5,6,7,8-tetrahydropyrido[4,3-d]pyrimidine). RXN SMILES: [CH:1]([C:4]1[CH:5]=[CH:6][C:7]([CH3:47])=[C:8]([N:10]2[CH2:46][CH2:45][C:13]3[N:14]=[C:15]([C:25]4[CH:33]=[CH:32][CH:31]=[C:30]5[C:26]=4[C:27]([CH3:44])=[CH:28][N:29]5[S:34]([C:37]4[CH:43]=[CH:42][C:40]([CH3:41])=[CH:39][CH:38]=4)(=[O:36])=[O:35])[N:16]=[C:17]([N:18]4[CH2:23][CH2:22][NH:21][C@H:20]([CH3:24])[CH2:19]4)[C:12]=3[CH2:11]2)[CH:9]=1)([CH3:3])[CH3:2].[CH3:48][S:49](Cl)(=[O:51])=[O:50].CCN(C(C)C)C(C)C>C(Cl)Cl.CCOC(C)=O>[CH:1]([C:4]1[CH:5]=[CH:6][C:7]([CH3:47])=[C:8]([N:10]2[CH2:46][CH2:45][C:13]3[N:14]=[C:15]([C:25]4[CH:33]=[CH:32][CH:31]=[C:30]5[C:26]=4[C:27]([CH3:44])=[CH:28][N:29]5[S:34]([C:37]4[CH:38]=[CH:39][C:40]([CH3:41])=[CH:42][CH:43]=4)(=[O:35])=[O:36])[N:16]=[C:17]([N:18]4[CH2:23][CH2:22][N:21]([S:49]([CH3:48])(=[O:51])=[O:50])[C@H:20]([CH3:24])[CH2:19]4)[C:12]=3[CH2:11]2)[CH:9]=1)([CH3:3])[CH3:2]. Reported procedure: A mixture of (R)-6-(5-isopropyl-2-methylphenyl)-2-(3-methyl-1-tosyl-1H-indol-4-yl)-4-(3-methylpiperazin-1-yl)-5,6,7,8-tetrahydropyrido[4,3-d]pyrimidine (52 mg, 0.080 mmol), prepared in a manner similar to that described in Example 25, methanesulfonyl chloride (0.01 mL, 0.096 mmol) and DIEA (0.042 mL, 0.240 mmol) in DCM (3 mL) was stirred at rt for 30 min. The reaction mixture was diluted with EtOAc, washed successively with sat NaHCO3, and brine, dried over Na2SO4 and concentrated. The resulting... Reactants: C(C1=CC=CC=C1)OC1=CC=C(C=C1)O (4-Benzyloxyphenol), FC1=CC=C(C=C1)N1C(=C(C=C1C1=CC=C(C=C1)S(=O)(=O)C)CO)C (1-(4-Fluorophenyl)-3-(1-hydroxyl)methyl-2-methyl-5-(4-methylsulfonylphenyl)pyrrole), CCOC(=O)/N=N/C(=O)OCC (diethylazodicarboxylate), C1(=CC=CC=C1)P(C1=CC=CC=C1)C1=CC=CC=C1 (triphenylphosphine). Solvent: C1CCOC1 (THF), O (water). Product: FC1=CC=C(C=C1)N1C(=C(C=C1C1=CC=C(C=C1)S(=O)(=O)C)COC1=CC=C(C=C1)OCC1=CC=CC=C1)C (1-(4-Fluorophenyl)-3-(4-benzyloxyphenoxy)methyl-2-methyl-5-(4-methylsulfonylphenyl)pyrrole). RXN SMILES: [F:1][C:2]1[CH:7]=[CH:6][C:5]([N:8]2[C:12]([C:13]3[CH:18]=[CH:17][C:16]([S:19]([CH3:22])(=[O:21])=[O:20])=[CH:15][CH:14]=3)=[CH:11][C:10]([CH2:23][OH:24])=[C:9]2[CH3:25])=[CH:4][CH:3]=1.CCOC(/N=N/C(OCC)=O)=O.C1(P(C2C=CC=CC=2)C2C=CC=CC=2)C=CC=CC=1.[CH2:57]([O:64][C:65]1[CH:70]=[CH:69][C:68](O)=[CH:67][CH:66]=1)[C:58]1[CH:63]=[CH:62][CH:61]=[CH:60][CH:59]=1>C1COCC1.O>[F:1][C:2]1[CH:3]=[CH:4][C:5]([N:8]2[C:12]([C:13]3[CH:18]=[CH:17][C:16]([S:19]([CH3:22])(=[O:20])=[O:21])=[CH:15][CH:14]=3)=[CH:11][C:10]([CH2:23][O:24][C:68]3[CH:69]=[CH:70][C:65]([O:64][CH2:57][C:58]4[CH:63]=[CH:62][CH:61]=[CH:60][CH:59]=4)=[CH:66][CH:67]=3)=[C:9]2[CH3:25])=[CH:6][CH:7]=1. Procedure details: Compound 6 (from Example A) (1 mmol) is added to a solution of diethylazodicarboxylate (1 mmol) and triphenylphosphine (1 mmol) in dry THF (10 mL). 4-Benzyloxyphenol (7) (1 mmol) is then added, and the progress of the reaction is monitored by tlc. When the reaction is complete, water is added and the product is extracted with ethyl acetate. The extract is dried and evaporated and the title compound 8 is then purified by HPLC. Reactants: ClC1=C(C(=NC2=NC=CC=C12)C1=NC=CC=C1)C (4-chloro-3-methyl-2-(pyridin-2-yl)-1,8-naphthyridine), O1CCN(CC1)C=1C=C(C=NC1)N (5-morpholinopyridin-3-amine), CC(C)([O-])C.[Na+] (sodium tert-butoxide). The reagents and catalysts are CC(C)C1=CC(=C(C(=C1)C(C)C)C2=CC=CC=C2P(C3CCCCC3)C4CCCCC4)C(C)C.C1=CC=C([C-]=C1)CCN.Cl[Pd+] (XPhos precatalyst). Run in C1(=CC=CC=C1)C (toluene). Yields the product CC=1C(=NC2=NC=CC=C2C1NC=1C=NC=C(C1)N1CCOCC1)C1=NC=CC=C1 (3-methyl-N-(5-(4-morpholinyl)-3-pyridinyl)-2-(2-pyridinyl)-1,8-naphthyridin-4-amine). As a reaction SMILES: Cl[C:2]1[C:11]2[C:6](=[N:7][CH:8]=[CH:9][CH:10]=2)[N:5]=[C:4]([C:12]2[CH:17]=[CH:16][CH:15]=[CH:14][N:13]=2)[C:3]=1[CH3:18].[O:19]1[CH2:24][CH2:23][N:22]([C:25]2[CH:26]=[C:27]([NH2:31])[CH:28]=[N:29][CH:30]=2)[CH2:21][CH2:20]1.CC(C)([O-])C.[Na+]>CC(C1C=C(C(C)C)C(C2C(P(C3CCCCC3)C3CCCCC3)=CC=CC=2)=C(C(C)C)C=1)C.C1C=[C-]C(CCN)=CC=1.Cl[Pd+].C1(C)C=CC=CC=1>[CH3:18][C:3]1[C:4]([C:12]2[CH:17]=[CH:16][CH:15]=[CH:14][N:13]=2)=[N:5][C:6]2[C:11]([C:2]=1[NH:31][C:27]1[CH:28]=[N:29][CH:30]=[C:25]([N:22]3[CH2:23][CH2:24][O:19][CH2:20][CH2:21]3)[CH:26]=1)=[CH:10][CH:9]=[CH:8][N:7]=2 |f:2.3,4.5.6|. Procedure: To a stirred solution of 4-chloro-3-methyl-2-(pyridin-2-yl)-1,8-naphthyridine (70 mg, 0.27 mmol), 5-morpholinopyridin-3-amine (49 mg, 0.27 mmol) and XPhos precatalyst (20 mg, 0.027 mmol) in toluene (4 mL) was added sodium tert-butoxide (52 mg, 0.55 mmol) and the reaction was heated at reflux for 2 h. After this time the reaction was allowed to cool to rt and partitioned between EtOAc (60 mL) and water (20 mL). The separated organic layer was dried over MgSO4, filtered and evaporated in vacuo. Pu... Reactants: [K] (potassium), SC1=NC2=C(N1C)C=CC=C2 (2-mercapto-1-methyl-benzimidazole), BrC(C(=O)O)C1=CC=CC=C1 (α-bromophenylacetic acid). Solvent: CC(=O)C (acetone). Product: CN1C(=NC2=C1C=CC=C2)SC(C(=O)O)C2=CC=CC=C2 (α-[(1-Methyl-1H-benzimidazol-2-yl)thio]benzeneacetic acid). Yield: 87.0%. As a reaction SMILES: [K].[SH:2][C:3]1[N:7]([CH3:8])[C:6]2[CH:9]=[CH:10][CH:11]=[CH:12][C:5]=2[N:4]=1.Br[CH:14]([C:18]1[CH:23]=[CH:22][CH:21]=[CH:20][CH:19]=1)[C:15]([OH:17])=[O:16]>CC(C)=O>[CH3:8][N:7]1[C:6]2[CH:9]=[CH:10][CH:11]=[CH:12][C:5]=2[N:4]=[C:3]1[S:2][CH:14]([C:18]1[CH:23]=[CH:22][CH:21]=[CH:20][CH:19]=1)[C:15]([OH:17])=[O:16] |^1:0|. Procedure details: An acetone solution of 6.5 g (0.032M) of the potassium salt of 2-mercapto-1-methyl-benzimidazole and 9.7 g (0.045M) of α-bromophenylacetic acid is stirred at room temperature overnight. The solid which is collected is washed with water and the filtrate is concentrated to remove the solvent. The combined materials are recrystallized from acetonitrile. The recrystallized material weighs 8.3 g (87% yield) and melts at 157°-9° C. The reactants are N1CCOCC1 (morpholine), C1CCC(CC1)=O (4-cyclohexanone), C1(=CC=C(C=C1)S(=O)(=O)O)C (p-toluene sulphonic acid). The solvent is C1=CC=CC=C1 (benzene). Product: C1(CCCCC1)C1CC=C(CC1)N1CCOCC1 (4-cyclohexyl-1-morpholyl-cyclohex-1-ene). As a reaction SMILES: [CH2:1]1[CH2:6][CH2:5][C:4](=O)[CH2:3][CH2:2]1.[NH:8]1[CH2:13][CH2:12][O:11][CH2:10][CH2:9]1.[C:14]1(C)[CH:19]=[CH:18][C:17](S(O)(=O)=O)=[CH:16][CH:15]=1>C1C=CC=CC=1>[CH:4]1([CH:18]2[CH2:17][CH2:16][C:15]([N:8]3[CH2:13][CH2:12][O:11][CH2:10][CH2:9]3)=[CH:14][CH2:19]2)[CH2:5][CH2:6][CH2:1][CH2:2][CH2:3]1. Reported procedure: 54 g of 4-cyclohexanone are dissolved in 90 ml benzene and 39 ml morpholine are added to the fresh solution, then a few crystals of p-toluene sulphonic acid. The whole is heated under reflux for 3 days while distilling off the water-benzene mixture. The remaining benzenic solution is evaporated to dryness under reduced pressure. The dry residue weighs 76.8 g and the raw product shows a melting point of 88°- 90°. The raw enamine is ground, then dried in vacuo to constant weight. 74.3 g of 4-cyclo...